From a dataset of the Open Reaction Database (ORD), a public repository of structured organic reaction records. describe an organic reaction: reactants, conditions, products, and yield Starting materials: CCS(=O)(=O)N1CCN(C(=O)Cl)C1=O, NC(C(=O)O)c1ccc(Cl)cc1, Cl, [Na+], C1COCCO1, [OH-]. Yields the product CCS(=O)(=O)N1CCN(C(=O)NC(C(=O)O)c2ccc(Cl)cc2)C1=O. RXN SMILES: [CH2:16]([CH3:17])[S:18](=[O:19])(=[O:20])[N:21]1[C:22](=[O:29])[N:23]([C:26](=[O:27])[Cl:28])[CH2:24][CH2:25]1.[Cl:3][c:4]1[cH:5][cH:6][c:7]([CH:10]([C:11](=[O:12])[OH:13])[NH2:14])[cH:8][cH:9]1.[ClH:15].[Na+:2].[O:30]1[CH2:31][CH2:32][O:33][CH2:34][CH2:35]1.[OH-:1]>>[Cl:3][c:4]1[cH:5][cH:6][c:7]([CH:10]([C:11](=[O:12])[OH:13])[NH:14][C:26]([N:23]2[C:22](=[O:29])[N:21]([S:18]([CH2:16][CH3:17])(=[O:19])=[O:20])[CH2:25][CH2:24]2)=[O:27])[cH:8][cH:9]1. Starting materials: BrC=1C=[N+](C=CC1[N+](=O)[O-])[O-] (3-bromo-4-nitropyridin-N-oxide), FC1=CC=C(CN)C=C1 (4-fluorobenzylamine). Product: FC1=CC=C(CNC=2C=NC=CC2[N+](=O)[O-])C=C1 (3-(4-fluorobenzylamino)-4-nitropyridine). Isolated yield 35.8%. As a reaction SMILES: Br[C:2]1[CH:3]=[N+:4]([O-])[CH:5]=[CH:6][C:7]=1[N+:8]([O-:10])=[O:9].[F:12][C:13]1[CH:20]=[CH:19][C:16]([CH2:17][NH2:18])=[CH:15][CH:14]=1>>[F:12][C:13]1[CH:20]=[CH:19][C:16]([CH2:17][NH:18][C:2]2[CH:3]=[N:4][CH:5]=[CH:6][C:7]=2[N+:8]([O-:10])=[O:9])=[CH:15][CH:14]=1. Reported procedure: In accordance with the same procedures as in Preparation 2, except for using 3-bromo-4-nitropyridin-N-oxide prepared in Step 2 of Preparation 1 and 4-fluorobenzylamine, the titled compound was obtained as a yellow solid. (Yield: 35.8%) Starting materials: C[C@@H]1N(C[C@H](NC1)C)C(=O)OCC1=CC=CC=C1 (phenylmethyl trans-2,5-dimethyl-1-piperazinecarboxylate), C=O (formaldehyde), C(C)(=O)O[BH-](OC(C)=O)OC(C)=O.[Na+] (sodium triacetoxyborohydride). Solvent: ClCCl (dichloromethane), ClCCl (dichloromethane). Conditions: time 2 hour. Product: C[C@@H]1N(C[C@H](N(C1)C)C)C(=O)OCC1=CC=CC=C1 (phenylmethyl trans-2,4,5-trimethyl-1-piperazinecarboxylate). Isolated yield 99.7%. As a reaction SMILES: [CH3:1][C@H:2]1[CH2:7][NH:6][C@H:5]([CH3:8])[CH2:4][N:3]1[C:9]([O:11][CH2:12][C:13]1[CH:18]=[CH:17][CH:16]=[CH:15][CH:14]=1)=[O:10].C=O.[C:21](O[BH-](OC(=O)C)OC(=O)C)(=O)C.[Na+]>ClCCl>[CH3:1][C@H:2]1[CH2:7][N:6]([CH3:21])[C@H:5]([CH3:8])[CH2:4][N:3]1[C:9]([O:11][CH2:12][C:13]1[CH:18]=[CH:17][CH:16]=[CH:15][CH:14]=1)=[O:10] |f:2.3|. Reported procedure: To a solution of phenylmethyl trans-2,5-dimethyl-1-piperazinecarboxylate (enantiomeric mixture) (1.35 g, 5.43 mmol) in dichloromethane (40 mL) at 0° C. was added formaldehyde (0.817 mL, 37% water solution, 10.87 mmol) followed by sodium triacetoxyborohydride (1.726 g, 8.14 mmol). The reaction mixture was allowed to warm to room temperature and stirred for 2 h before being diluted with dichloromethane and washed with 1N NaOH solution. The organics were washed with brine, dried (MgSO4) and evapora... Starting materials: C1=CC(=CC(=C1)Cl)C(=O)OO (mCPBA), C(C)S(=O)(=O)C1=C(C#N)C=C(C=C1)[N+](=O)[O-] (2-(Ethylsulfonyl)-5-nitrobenzonitrile), FC1=C(C#N)C=C(C=C1)[N+](=O)[O-] (2-fluoro-5-nitrobenzonitrile), CC(C)(C)S (tert-butylthiol). Yields the product C(C)(C)(C)S(=O)(=O)C1=C(C#N)C=C(C=C1)[N+](=O)[O-] (2-(tert-Butylsulfonyl)-5-nitrobenzonitrile). Yield: 88.0%. RXN SMILES: C([S:3]([C:6]1[CH:13]=CC([N+]([O-])=O)=C[C:7]=1C#N)(=[O:5])=[O:4])C.F[C:18]1[CH:25]=[CH:24][C:23]([N+:26]([O-:28])=[O:27])=[CH:22][C:19]=1[C:20]#[N:21].[CH3:29]C(S)(C)C.C1C=C(Cl)C=C(C(OO)=O)C=1>>[C:6]([S:3]([C:18]1[CH:25]=[CH:24][C:23]([N+:26]([O-:28])=[O:27])=[CH:22][C:19]=1[C:20]#[N:21])(=[O:5])=[O:4])([CH3:13])([CH3:29])[CH3:7]. Procedure details: Using a procedure analogous to that used to prepare 6A, 2-fluoro-5-nitrobenzonitrile (2.50 g, 15.6 mmol) was reacted with tert-butylthiol and oxidized with mCPBA to afford 10A (3.14 g, 88%) as a white solid. 1H NMR (400 MHz, CDCl3) δ 1.45 (s, 9 H), 7.88 (d, J=8.79 Hz, 1 H), 8.37 (dd, J=8.35, 2.64 Hz, 1 H), 8.55 (d, J=2.64 Hz, 1 H).